Dataset: the Open Reaction Database (ORD), a public repository of structured organic reaction records. Task: describe an organic reaction: reactants, conditions, products, and yield The reactants are NC(C)=C(C(C(C(CCl)=O)C(=O)OC)C1=CC(=CC=C1)C(F)(F)F)C(=O)OCC (2-amino-7-chloro-3-carboethoxy-5-carbomethoxy-4-(m-trifluoromethylphenyl)-6-oxo-2-heptene), Cl (HCl), C(=O)(O)[O-].[Na+] (NaHCO3). The solvent is CCO (EtOH). Yields the product ClCC=1NC(=C(C(C1C(=O)OCC)C1=CC(=CC=C1)C(F)(F)F)C(=O)OC)C (2-chloromethyl-3-carboethoxy-5-carbomethoxy-4-(m-trifluoromethylphenyl)-6-methyl-1,4-dihydropyridine). RXN SMILES: [NH2:1][C:2](=[C:4]([C:25]([O:27][CH2:28]C)=[O:26])[CH:5]([C:15]1[CH:20]=[CH:19][CH:18]=[C:17]([C:21]([F:24])([F:23])[F:22])[CH:16]=1)[CH:6]([C:11]([O:13][CH3:14])=[O:12])[C:7](=O)[CH2:8][Cl:9])[CH3:3].Cl.[C:31]([O-])(O)=O.[Na+]>CCO>[Cl:9][CH2:8][C:7]1[NH:1][C:2]([CH3:3])=[C:4]([C:25]([O:27][CH3:28])=[O:26])[CH:5]([C:15]2[CH:20]=[CH:19][CH:18]=[C:17]([C:21]([F:22])([F:24])[F:23])[CH:16]=2)[C:6]=1[C:11]([O:13][CH2:14][CH3:31])=[O:12] |f:2.3|. Procedure details: A solution of 2-amino-7-chloro-3-carboethoxy-5-carbomethoxy-4-(m-trifluoromethylphenyl)-6-oxo-2-heptene (5 g) and aqueous concentrated HCl (0.2 ml) in EtOH (50 ml) is stirred at 0° C. for 2 hours then it is neutralized with a drop of a saturated NaHCO3 solution and evaporated to dryness. The residue is dissolved in AcOEt (50 ml), washed with water (3×15 ml), dried on Na2SO4 and concentrated in vacuum. The residue is dissolved in Et2O/diisopropylether to give 3.6 g of 2-chloromethyl-3-carboethoxy... Reactants: S(=O)(=O)(OC[C@@H]1CO1)C1=CC=C([N+](=O)[O-])C=C1 ((S)-(+)-glycidyl nosylate), C(C1=CC=CC=C1)OC1=C(C=C(OC[C@H]2OC2)C=C1)S(=O)CCCC ((2S)-2-{[4-(benzyloxy)-3-(butylsulfinyl)phenoxy]methyl}oxirane), C(CCC)S(=O)CCCC (butyl sulfoxide), Cl.N[C@@H]1CC[C@H](CC1)C1=CC=C(OC(C(=O)OCC)(C)C)C=C1 (ethyl trans-2-[4-(4-aminocyclohexyl)phenoxy]-2,2-dimethylacetate hydrochloride). Run in C(C)O (ethanol), CO (MeOH). The product is C(C1=CC=CC=C1)OC1=C(C=C(OC[C@H](CN[C@@H]2CC[C@H](CC2)C2=CC=C(OC(C(=O)OCC)(C)C)C=C2)O)C=C1)S(=O)CCCC (Ethyl trans-2-{4-[4-({(2S)-3-[4-(benzyloxy)-3-(butylsulfinyl)phenoxy]-2-hydroxypropyl}amino)-cyclohexyl]phenoxy}-2,2-dimethylacetate), oil. Isolated yield 53.0%. RXN SMILES: [CH2:1]([O:8][C:9]1[CH:19]=[CH:18][C:12]([O:13][CH2:14][C@@H:15]2[CH2:17][O:16]2)=[CH:11][C:10]=1[S:20]([CH2:22][CH2:23][CH2:24][CH3:25])=[O:21])[C:2]1[CH:7]=[CH:6][CH:5]=[CH:4][CH:3]=1.C(S(CCCC)=O)CCC.S(C1C=CC([N+]([O-])=O)=CC=1)(OC[C@H]1OC1)(=O)=O.Cl.[NH2:54][C@H:55]1[CH2:60][CH2:59][C@H:58]([C:61]2[CH:75]=[CH:74][C:64]([O:65][C:66]([CH3:73])([CH3:72])[C:67]([O:69][CH2:70][CH3:71])=[O:68])=[CH:63][CH:62]=2)[CH2:57][CH2:56]1>C(O)C.CO>[CH2:1]([O:8][C:9]1[CH:19]=[CH:18][C:12]([O:13][CH2:14][C@@H:15]([OH:16])[CH2:17][NH:54][C@H:55]2[CH2:60][CH2:59][C@H:58]([C:61]3[CH:62]=[CH:63][C:64]([O:65][C:66]([CH3:72])([CH3:73])[C:67]([O:69][CH2:70][CH3:71])=[O:68])=[CH:74][CH:75]=3)[CH2:57][CH2:56]2)=[CH:11][C:10]=1[S:20]([CH2:22][CH2:23][CH2:24][CH3:25])=[O:21])[C:2]1[CH:7]=[CH:6][CH:5]=[CH:4][CH:3]=1 |f:3.4|. Reported procedure: A mixture of 0.742 g of (2S)-2-{[4-(benzyloxy)-3-(butylsulfinyl)phenoxy]methyl}oxirane (obtained by analogy with the method disclosed in WO 99/65895 but starting from the butyl sulfoxide instead of the methyl sulfoxide and using (S)-(+)-glycidyl nosylate; [α]D=+1.9 (c=1%, MeOH)) (2.06 mmol) and of 0.666 g of ethyl trans-2-[4-(4-aminocyclohexyl)phenoxy]-2,2-dimethylacetate hydrochloride (2.18 mmol) in ethanol (25 ml) is heated to reflux overnight. The solvent is evaporated under reduced pressure ... Run in C(Cl)Cl (DCM). The reactants are ClC(=O)OC (Methyl chloroformate), C1(=CC=CC=C1)S(=O)(=O)N1C2=NC=C3N=NN(C3=C2C=C1)[C@@H]1C[C@H](CC1)N (racemic trans 3-(6-benzenesulfonyl-6H-1,2,3,5,6-pentaaza-as-indacen-1-yl)-cyclopentylamine), C(C)(C)N(CC)C(C)C (diisopropylethylamine). Yields the product COC(N[C@@H]1C[C@H](CC1)N1N=NC2=CN=C3N(C=CC3=C12)S(=O)(=O)C1=CC=CC=C1)=O (racemic trans [3-(6-benzenesulfonyl-6H-1,2,3,5,6-pentaaza-as-indacen-1-yl)-cyclopentyl]-carbamic acid methyl ester). Isolated yield 99.5%. Conditions: time 4 hour. Reported procedure: Methyl chloroformate (31.0 μL, 0.40 mmol) was added to a stirred mixture of racemic trans 3-(6-benzenesulfonyl-6H-1,2,3,5,6-pentaaza-as-indacen-1-yl)-cyclopentylamine (150 mg, 390 μmol) and diisopropylethylamine (135 μL, 790 μmol) in DCM (3 mL) at ambient temperature. Stirring was continued for 4 hours. The mixture was concentrated under vacuum and the residue obtained purified by column chromatography on silica gel (gradient: 0 to 100% ethyl acetate in pentane) to afford 171 mg (98%) of racemic... RXN SMILES: Cl[C:2]([O:4][CH3:5])=[O:3].[C:6]1([S:12]([N:15]2[CH:26]=[CH:25][C:24]3[C:16]2=[N:17][CH:18]=[C:19]2[C:23]=3[N:22]([C@H:27]3[CH2:31][CH2:30][C@H:29]([NH2:32])[CH2:28]3)[N:21]=[N:20]2)(=[O:14])=[O:13])[CH:11]=[CH:10][CH:9]=[CH:8][CH:7]=1.C(N(C(C)C)CC)(C)C>C(Cl)Cl>[CH3:5][O:4][C:2](=[O:3])[NH:32][C@H:29]1[CH2:30][CH2:31][C@H:27]([N:22]2[C:23]3[C:19](=[CH:18][N:17]=[C:16]4[C:24]=3[CH:25]=[CH:26][N:15]4[S:12]([C:6]3[CH:11]=[CH:10][CH:9]=[CH:8][CH:7]=3)(=[O:14])=[O:13])[N:20]=[N:21]2)[CH2:28]1. The reactants are [OH-].[NH4+] (ammonium hydroxide), 12.76, [N+](=O)(O)[O-].Cl\C(=C/N1C=NC=C1)\C1=C(C=C(C=C1)Cl)Cl ((Z)-1-[2-chloro-2-(2,4-dichlorophenyl)ethenyl]-1H-imidazole mononitrate), O(C(C)C)C(C)C (2,2'-oxybispropane). The solvent is O (water). The product is Cl.Cl\C(=C/N1C=NC=C1)\C1=C(C=C(C=C1)Cl)Cl ((Z)-1-[2-chloro-2-(2,4-dichlorophenyl)ethenyl]-1H-imidazole monohydrochloride). Reaction SMILES: [N+]([O-])(O)=O.[Cl:5]/[C:6](/[C:13]1[CH:18]=[CH:17][C:16]([Cl:19])=[CH:15][C:14]=1[Cl:20])=[CH:7]\[N:8]1[CH:12]=[CH:11][N:10]=[CH:9]1.O(C(C)C)C(C)C.[OH-].[NH4+]>O>[ClH:5].[Cl:5]/[C:6](/[C:13]1[CH:18]=[CH:17][C:16]([Cl:19])=[CH:15][C:14]=1[Cl:20])=[CH:7]\[N:8]1[CH:12]=[CH:11][N:10]=[CH:9]1 |f:0.1,3.4,6.7|. Reported procedure: To a stirred mixture of 12.76 parts of (Z)-1-[2-chloro-2-(2,4-dichlorophenyl)ethenyl]-1H-imidazole mononitrate, 120 parts of water and 70 parts of 2,2'-oxybispropane were added 3.5 parts of ammonium hydroxide. The whole was stirred till homogeneous. The layers were separated. The aqueous phase was extracted with 35 parts of 2,2'-oxybispropane. The combined organic layers were washed with water, dried, filtered and evaporated in vacuo. The residue was converted into the hydrochloride salt in 64 p... Starting materials: BrCCCCCBr, COC(=O)C1Cc2cc(OC)c(OC)cc2C1=O, [H-], [Na+], CN(C)C=O, O. Product: COC(=O)C1(CCCCCBr)Cc2cc(OC)c(OC)cc2C1=O. RXN SMILES: [Br:21][CH2:22][CH2:23][CH2:24][CH2:25][CH2:26][Br:27].[CH3:1][O:2][C:3](=[O:4])[CH:5]1[C:6](=[O:18])[c:7]2[cH:8][c:9]([O:16][CH3:17])[c:10]([O:14][CH3:15])[cH:11][c:12]2[CH2:13]1.[H-:19].[Na+:20].[O:29]=[CH:30][N:31]([CH3:32])[CH3:33].[OH2:28]>>[CH3:1][O:2][C:3](=[O:4])[C:5]1([CH2:26][CH2:25][CH2:24][CH2:23][CH2:22][Br:21])[C:6](=[O:18])[c:7]2[cH:8][c:9]([O:16][CH3:17])[c:10]([O:14][CH3:15])[cH:11][c:12]2[CH2:13]1. Starting materials: CS(C)=O, Cc1cccc([N+](=O)[O-])c1Cl, NC1CCN(Cc2ccccc2)CC1, O. The product is Cc1cccc([N+](=O)[O-])c1NC1CCN(Cc2ccccc2)CC1. As a reaction SMILES: [CH3:27][S:28](=[O:29])[CH3:30].[Cl:15][c:16]1[c:17]([CH3:25])[cH:18][cH:19][cH:20][c:21]1[N+:22](=[O:23])[O-:24].[NH2:1][CH:2]1[CH2:3][CH2:4][N:5]([CH2:8][c:9]2[cH:10][cH:11][cH:12][cH:13][cH:14]2)[CH2:6][CH2:7]1.[OH2:26]>>[NH:1]([CH:2]1[CH2:3][CH2:4][N:5]([CH2:8][c:9]2[cH:10][cH:11][cH:12][cH:13][cH:14]2)[CH2:6][CH2:7]1)[c:16]1[c:17]([CH3:25])[cH:18][cH:19][cH:20][c:21]1[N+:22](=[O:23])[O-:24]. Starting materials: ice, CNC(=O)CC(CC(=O)O)C1=CC=CC=C1 (4-(N-methylcarbamoyl)-3-phenylbutyric acid), solution, [H-].[H-].[H-].[H-].[Li+].[Al+3] (LAH). Solvent: C1CCOC1 (THF), C1CCOC1 (THF). Reaction conditions: time 1 hour. The product is CNCCC(CCO)C1=CC=CC=C1 (5-(Methylamino)-3-phenylpentan-1-ol). Yield: 69.1%. Reaction SMILES: [CH3:1][NH:2][C:3]([CH2:5][CH:6]([C:11]1[CH:16]=[CH:15][CH:14]=[CH:13][CH:12]=1)[CH2:7][C:8](O)=[O:9])=O.[H-].[H-].[H-].[H-].[Li+].[Al+3]>C1COCC1>[CH3:1][NH:2][CH2:3][CH2:5][CH:6]([C:11]1[CH:16]=[CH:15][CH:14]=[CH:13][CH:12]=1)[CH2:7][CH2:8][OH:9] |f:1.2.3.4.5.6|. Reported procedure: A suspension of 4-(N-methylcarbamoyl)-3-phenylbutyric acid (250 mg, 1.13 mmol) in 5.0 mL of THF was stirred in an ice bath as a 1.0 M solution of LAH (4.5 mL, 4.5 mmol) in THF was added dropwise over 10 min. The mixture was stirred 1 h at room temperature followed by 3 h at reflux. The reaction was then cooled in the ice bath and quenched with 0.70 mL of saturated aqueous Rochelle salt. The resulting precipitate was filtered and washed with 100 mL of ethyl acetate, and the combined filtrates wer...